describe an organic reaction: reactants, conditions, products, and yield From a dataset of the Open Reaction Database (ORD), a public repository of structured organic reaction records. Reactants: NC1=C(C=C(C#N)C=C1)F (4-amino-3-fluorobenzonitrile), C1CC(=O)N(C1=O)Cl (NCS). The solvent is CC(=O)O (AcOH). Reaction conditions: temperature 70 celsius, time 16 hour. Yields the product NC1=C(C=C(C#N)C=C1F)Cl (4-amino-3-chloro-5-fluoro-benzonitrile). Reaction SMILES: [NH2:1][C:2]1[CH:9]=[CH:8][C:5]([C:6]#[N:7])=[CH:4][C:3]=1[F:10].C1C(=O)N([Cl:18])C(=O)C1>CC(O)=O>[NH2:1][C:2]1[C:3]([F:10])=[CH:4][C:5]([C:6]#[N:7])=[CH:8][C:9]=1[Cl:18]. Procedure: A mixture of 4-amino-3-fluorobenzonitrile (184 mmol) and NCS (276 mmol) in AcOH (300 mL) was stirred at 70° C. for approximately 16 h. The mixture was concentrated. H2O was added to the residue and the solid product was filtered off and washed (sat. NaHCO3 and H2O). To eliminate H2O, THF was added and removed under reduced pressure to yield the desired product. Reactants: C1(COCC(=O)O1)=O (diglycolic anhydride), NCCCO (3-amino-1-propanol). Product: OCCCN1C(COCC1=O)=O (4-(3-hydroxypropyl)-3,5-dioxomorpholine). Reported procedure: A solution of diglycolic anhydride (2.32 g, 20 mmol) in 3-amino-1-propanol (6 ml) was refluxed at 180° C. for 3 hours. The volatiles were removed by evaporation and the residue was purified by column chromatography on silica eluting with methylene chloride/methanol (8/2) to give 4-(3-hydroxypropyl)-3,5-dioxomorpholine (3.46 g, 99%). The yield is 99.0%. RXN SMILES: [C:1]1(=[O:8])[O:7][C:5](=O)[CH2:4][O:3][CH2:2]1.[NH2:9][CH2:10][CH2:11][CH2:12][OH:13]>>[OH:13][CH2:12][CH2:11][CH2:10][N:9]1[C:1](=[O:8])[CH2:2][O:3][CH2:4][C:5]1=[O:7]. The reactants are ClN1C(N(C(N(C1=O)Cl)=O)Cl)=O (trichloroisocyanuric acid), C(C)(=O)[O-] (acetate), ClN1C(N(C(N(C1=O)Cl)=O)Cl)=O (trichloroisocyanuric acid). The solvent is CCCCCC (n-hexane). Yields the product N1C(=O)NC(=O)NC1=O (isocyanuric acid). RXN SMILES: C([O-])(=O)C.Cl[N:6]1[C:11](=[O:12])[N:10](Cl)[C:9](=[O:14])[N:8](Cl)[C:7]1=[O:16]>CCCCCC>[NH:6]1[C:11](=[O:12])[NH:10][C:9](=[O:14])[NH:8][C:7]1=[O:16]. Reported procedure: 40 g (20.4 mmol) of geranil acetate was dissolved in 100 ml of n-hexane. After adding 17.1 g (70.0 mmol) of trichloroisocyanuric acid slowly, the mixture was maintained at −10° C. to 0° C. for six hours. After the completion of the reaction, remaining trichloroisocyanuric acid and by-produced isocyanuric acid were removed out of the system by filtration. The filtrate was washed with a 5% aqueous solution of sodium hydrogencarbonate and ion-exchange water in order, and dried over anhydrous sodium... The reactants are C(C)(=O)N1C(SC2=C1C=C(C=C2)OC)=O (3-acetyl-5-methoxy-2(3H)-benzothiazolone). Solvent: Cl (hydrochloric acid), C(C)O (ethanol). Run at time 2 hour. Yields the product COC=1C=CC2=C(NC(S2)=O)C1 (5-Methoxy-2(3H)-benzothiazolone). RXN SMILES: C([N:4]1[C:8]2[CH:9]=[C:10]([O:13][CH3:14])[CH:11]=[CH:12][C:7]=2[S:6][C:5]1=[O:15])(=O)C>Cl.C(O)C>[CH3:14][O:13][C:10]1[CH:11]=[CH:12][C:7]2[S:6][C:5](=[O:15])[NH:4][C:8]=2[CH:9]=1. Procedure details: 7.0 gm (0.0314 mol) of 3-acetyl-5-methoxy-2(3H)-benzothiazolone were suspended in a mixture of 210 ml of 5 N hydrochloric acid and 70 ml of ethanol, and the suspension was refluxed for one hour. The still hot mixture was filtered, diluted with 200 ml of water and brought to a temperature of 5° C. by external cooling with ice. After standing for 2 hours, the precipitate was filtered off, and the dried product was purified chromatographically on silica gel, using 1,2-dichloroethane-acetone (volume... As a reaction SMILES: [CH3:26][C:27]([Cl:28])=[O:29].[CH3:30][N:31]([CH3:32])[c:33]1[cH:34][cH:35][n:36][cH:37][cH:38]1.[ClH:1].[NH:2]1[CH2:3][CH2:4][CH:5]([c:8]2[c:9](-[c:20]3[cH:21][cH:22][n:23][cH:24][cH:25]3)[c:10](-[c:13]3[cH:14][cH:15][c:16]([Cl:19])[cH:17][cH:18]3)[n:11][nH:12]2)[CH2:6][CH2:7]1>>[N:2]1([C:27]([CH3:26])=[O:29])[CH2:3][CH2:4][CH:5]([c:8]2[c:9](-[c:20]3[cH:21][cH:22][n:23][cH:24][cH:25]3)[c:10](-[c:13]3[cH:14][cH:15][c:16]([Cl:19])[cH:17][cH:18]3)[n:11][nH:12]2)[CH2:6][CH2:7]1. The product is CC(=O)N1CCC(c2[nH]nc(-c3ccc(Cl)cc3)c2-c2ccncc2)CC1. Starting materials: CC(=O)Cl, CN(C)c1ccncc1, Cl, Clc1ccc(-c2n[nH]c(C3CCNCC3)c2-c2ccncc2)cc1. The reactants are CCOC(C)=O, C=Cc1ccc(C(=O)N2CCCC2)cc1-c1c(=O)ccn2nc(Oc3ccc(F)cc3F)ccc12. Product: CCc1ccc(C(=O)N2CCCC2)cc1-c1c(=O)ccn2nc(Oc3ccc(F)cc3F)ccc12. Reaction SMILES: [CH3:36][CH2:37][O:38][C:39]([CH3:40])=[O:41].[F:1][c:2]1[c:3]([O:4][c:5]2[cH:6][cH:7][c:8]3[n:9]([n:10]2)[cH:11][cH:12][c:13](=[O:30])[c:14]3-[c:15]2[c:16]([CH:28]=[CH2:29])[cH:17][cH:18][c:19]([C:21](=[O:22])[N:23]3[CH2:24][CH2:25][CH2:26][CH2:27]3)[cH:20]2)[cH:31][cH:32][c:33]([F:35])[cH:34]1>>[F:1][c:2]1[c:3]([O:4][c:5]2[cH:6][cH:7][c:8]3[n:9]([n:10]2)[cH:11][cH:12][c:13](=[O:30])[c:14]3-[c:15]2[c:16]([CH2:28][CH3:29])[cH:17][cH:18][c:19]([C:21](=[O:22])[N:23]3[CH2:24][CH2:25][CH2:26][CH2:27]3)[cH:20]2)[cH:31][cH:32][c:33]([F:35])[cH:34]1. The reactants are O (water), OC1CCC(CC1)=O (4hydroxycyclohexanone), O.C1(=CC=C(C=C1)S(=O)(=O)O)C (p-toluenesulfonic acid monohydrate), 3-l. Solvent: C1=CC=CC=C1 (benzene). Yields the product OC1CCC2(OCCO2)CC1 (8-Hydroxy-1,4-dioxaspiro[4.5]decane). The yield is 33478.6%. RXN SMILES: [OH:1][CH:2]1[CH2:7][CH2:6][C:5](=[O:8])[CH2:4][CH2:3]1.[OH2:9].[C:10]1([CH3:20])C=CC(S(O)(=O)=O)=CC=1.O>C1C=CC=CC=1>[OH:8][CH:5]1[CH2:6][CH2:7][C:2]2([O:9][CH2:10][CH2:20][O:1]2)[CH2:3][CH2:4]1 |f:1.2|. Procedure: A mixture of 4hydroxycyclohexanone (228 g, 2.0 mol) ethylene glycol (124 g, 2.0 mol) and p-toluenesulfonic acid monohydrate (0.89 g) in 2.0 l of benzene was stirred at reflux in a 3-l, three-necked, round-bottomed flask equipped with a Dean-Stark trap. The mixture was refluxed until the required amount of water had been removed. Solvent was removed by distillation and the residue was fractionally distilled at 85°-88.5° C. (0.08 mm Hg.) to give 247.8 g of the sub-titled intermediate. (78%), Lit b...